describe an organic reaction: reactants, conditions, products, and yield From a dataset of the Open Reaction Database (ORD), a public repository of structured organic reaction records. The reactants are ClC=1C(=CC(NC1)=O)O (5-chloro-4-hydroxy-2-pyridone), C(C1=CC=CC=C1)OC(=O)C=1C=C(C(=O)Cl)C=CC1 (3-benzyloxycarbonylbenzoyl chloride). Yields the product C(C1=CC=CC=C1)OC(=O)C=1C=C(C(=O)OC2=CC(NC=C2Cl)=O)C=CC1 (4-(3-benzyloxycarbonylbenzoyloxy)-5-chloro-2-pyridone). Yield: 29.8%. Reaction SMILES: [Cl:1][C:2]1[C:3]([OH:9])=[CH:4][C:5](=[O:8])[NH:6][CH:7]=1.[CH2:10]([O:17][C:18]([C:20]1[CH:21]=[C:22]([CH:26]=[CH:27][CH:28]=1)[C:23](Cl)=[O:24])=[O:19])[C:11]1[CH:16]=[CH:15][CH:14]=[CH:13][CH:12]=1>>[CH2:10]([O:17][C:18]([C:20]1[CH:21]=[C:22]([CH:26]=[CH:27][CH:28]=1)[C:23]([O:9][C:3]1[C:2]([Cl:1])=[CH:7][NH:6][C:5](=[O:8])[CH:4]=1)=[O:24])=[O:19])[C:11]1[CH:12]=[CH:13][CH:14]=[CH:15][CH:16]=1. Procedure: The general procedure of Example 1 was followed using 2.20 g of 5-chloro-4-hydroxy-2-pyridone and 5.31 g of 3-benzyloxycarbonylbenzoyl chloride, thereby giving 1.73 g of the title compound in a yield of 29%. Reactants: O=C(CN1CCc2cc(Br)ccc2C1)N1CCN(C2CCC2)CC1, O=C([O-])[O-], CC#N, ON=Cc1ccccc1O, [Cs+], [Cs+], c1cn[nH]c1. The product is O=C(CN1CCc2cc(-n3cccn3)ccc2C1)N1CCN(C2CCC2)CC1. RXN SMILES: [Br:1][c:2]1[cH:3][c:4]2[c:9]([cH:10][cH:11]1)[CH2:8][N:7]([CH2:12][C:13](=[O:14])[N:15]1[CH2:16][CH2:17][N:18]([CH:21]3[CH2:22][CH2:23][CH2:24]3)[CH2:19][CH2:20]1)[CH2:6][CH2:5]2.[C:40](=[O:41])([O-:42])[O-:43].[CH3:46][C:47]#[N:48].[CH:30](=[N:31][OH:32])[c:33]1[c:34]([OH:39])[cH:35][cH:36][cH:37][cH:38]1.[Cs+:44].[Cs+:45].[nH:25]1[n:26][cH:27][cH:28][cH:29]1>>[c:2]1(-[n:25]2[n:26][cH:27][cH:28][cH:29]2)[cH:3][c:4]2[c:9]([cH:10][cH:11]1)[CH2:8][N:7]([CH2:12][C:13](=[O:14])[N:15]1[CH2:16][CH2:17][N:18]([CH:21]3[CH2:22][CH2:23][CH2:24]3)[CH2:19][CH2:20]1)[CH2:6][CH2:5]2.